Dataset: the Open Reaction Database (ORD), a public repository of structured organic reaction records. Task: describe an organic reaction: reactants, conditions, products, and yield The reactants are BrB(Br)Br, ClCCl, COc1cc2c(cc1Br)C(C(C)C)CN(C(=O)C(F)(F)F)CC2. The product is CC(C)C1CN(C(=O)C(F)(F)F)CCc2cc(O)c(Br)cc21. Reaction SMILES: [B:24]([Br:25])([Br:26])[Br:27].[Cl:28][CH2:29][Cl:30].[F:1][C:2]([C:3](=[O:4])[N:5]1[CH2:6][CH2:7][c:8]2[c:9]([cH:15][c:16]([Br:21])[c:17]([O:19][CH3:20])[cH:18]2)[CH:10]([CH:12]([CH3:13])[CH3:14])[CH2:11]1)([F:22])[F:23]>>[F:1][C:2]([C:3](=[O:4])[N:5]1[CH2:6][CH2:7][c:8]2[c:9]([cH:15][c:16]([Br:21])[c:17]([OH:19])[cH:18]2)[CH:10]([CH:12]([CH3:13])[CH3:14])[CH2:11]1)([F:22])[F:23]. Reactants: COC1=C(C=CC=C1)C1=CC=C(S1)S(=O)(=O)N1C=CC=C1 (N-[5-(2-methoxyphenyl)thiophene-2-sulfonyl]pyrrole), sulfonamide, [Na] (sodium), sulfonic acid, S(=O)(=O)(Cl)Cl (sulfonyl chloride). Yields the product ClS(=O)(=O)C1=CC=C(S1)C1=C(C=CC=C1)OC (5-chlorosulfonyl-2-(2-methoxyphenyl)thiophene). Yield: 24.0%. As a reaction SMILES: [CH3:1][O:2][C:3]1[CH:8]=[CH:7][CH:6]=[CH:5][C:4]=1[C:9]1[S:13][C:12]([S:14](N2C=CC=C2)(=[O:16])=[O:15])=[CH:11][CH:10]=1.[Na].S(Cl)([Cl:26])(=O)=O>>[Cl:26][S:14]([C:12]1[S:13][C:9]([C:4]2[CH:5]=[CH:6][CH:7]=[CH:8][C:3]=2[O:2][CH3:1])=[CH:10][CH:11]=1)(=[O:16])=[O:15] |^1:21|. Procedure: 5-chlorosulfonyl-2-(2-methoxyphenyl)thiophene was prepared in the same manner as described in Example 65E from N-[5-(2-methoxyphenyl)thiophene-2-sulfonyl]pyrrole by hydrolysis of the sulfonamide to the sodium salt of sulfonic acid (83%) followed by conversion of the salt to the corresponding sulfonyl chloride, resulting in a 24% yield. The reactants are CN1C(=CC2=CC=CC=C12)COC1=CC=C(C=C1)Cl (1-Methyl-2-(4-chlorophenoxymethyl)-1H-indole), C(C(=O)Cl)(=O)Cl (oxalyl chloride). The solvent is C(C)OCC (diethyl ether). Run at time 60 minute. Product: CN1C(=C(C2=CC=CC=C12)C(C(=O)Cl)=O)COC1=CC=C(C=C1)Cl (1-methyl-2-(4-chlorophenoxymethyl)-3-[2-chloro-1,2-ethanedionyl]-1H-indole). RXN SMILES: [CH3:1][N:2]1[C:10]2[C:5](=[CH:6][CH:7]=[CH:8][CH:9]=2)[CH:4]=[C:3]1[CH2:11][O:12][C:13]1[CH:18]=[CH:17][C:16]([Cl:19])=[CH:15][CH:14]=1.[C:20](Cl)(=[O:24])[C:21]([Cl:23])=[O:22]>C(OCC)C>[CH3:1][N:2]1[C:10]2[C:5](=[CH:6][CH:7]=[CH:8][CH:9]=2)[C:4]([C:20](=[O:24])[C:21]([Cl:23])=[O:22])=[C:3]1[CH2:11][O:12][C:13]1[CH:14]=[CH:15][C:16]([Cl:19])=[CH:17][CH:18]=1. Procedure details: 1-Methyl-2-(4-chlorophenoxymethyl)-1H-indole (1.00 g, 3.68 mmol), dissolved in 7.0 ml of diethyl ether in a round bottom flask under a nitrogen atmosphere. To the above solution was added oxalyl chloride (0.981 g, 7.73 mmol). The reaction mixture was stirred at room temperature for about 60 minutes. The progress of the reaction was monitored by thin layer chromatography. Reactants: BrC=1C=C2[C@H]3[C@@H](N4C2=C(C1)CC4)CCN(C3)C(=O)OC(C)(C)C (tert-butyl (6aS,10aR)-2-bromo-4,5,7,8,10,10a-hexahydropyrido[4,3-b]pyrrolo[3,2,1-hi]indole-9(6aH) carboxylate), ClC1=C(C=C(C=C1)Cl)B(O)O (2,5-dichlorophenylboronic acid). Yields the product ClC1=C(C=C(C=C1)Cl)C=1C=C2[C@H]3[C@@H](N4C2=C(C1)CC4)CCN(C3)C(=O)OC(C)(C)C (tert-butyl (6aS,10aR)-2-(2,5-dichorophenyl)-4,5,7,8,10,10a-hexahydropyrido[4,3-b]pyrrolo[3,2,1-hi]indole-9(6aH)-carboxylate). As a reaction SMILES: Br[C:2]1[CH:3]=[C:4]2[C:8]3=[C:9]([CH2:11][CH2:12][N:7]3[C@H:6]3[CH2:13][CH2:14][N:15]([C:17]([O:19][C:20]([CH3:23])([CH3:22])[CH3:21])=[O:18])[CH2:16][C@@H:5]23)[CH:10]=1.[Cl:24][C:25]1[CH:30]=[CH:29][C:28]([Cl:31])=[CH:27][C:26]=1B(O)O>>[Cl:24][C:25]1[CH:30]=[CH:29][C:28]([Cl:31])=[CH:27][C:26]=1[C:2]1[CH:3]=[C:4]2[C:8]3=[C:9]([CH2:11][CH2:12][N:7]3[C@H:6]3[CH2:13][CH2:14][N:15]([C:17]([O:19][C:20]([CH3:23])([CH3:22])[CH3:21])=[O:18])[CH2:16][C@@H:5]23)[CH:10]=1. Procedure details: The title compound was prepared by the method of Example 89 step C from tert-butyl (6aS,10aR)-2-bromo-4,5,7,8,10,10a-hexahydropyrido[4,3-b]pyrrolo[3,2,1-hi]indole-9(6aH) carboxylate (189 mg, 0.5 mmol) and 2,5-dichlorophenylboronic acid (191 mg, 1.0 mmol) to afford after chromatographic purification the title compound (105 mg, 47%). 1H NMR (CDCl3, 300 MHz) δ7.30-7.36 (m, 2H), 7.15-7.19 (m, 1H), 7.01 (s, 1H), 3.82-4.22 (m, 2H), 3.82-3.96 (m, 1H), 2.82-3.52 (m, 7H), 1.82-1.90 (m, 2H), 1.48 (s, 9H) ... The product is CC(=O)C1CCC2C3CCC4CC(O)C(SC#N)CC4(C)C3C(=O)CC12C. As a reaction SMILES: [Cl+3:46]([OH:47])([O-:48])([O-:49])[O-:50].[K+:25].[O:1]1[CH:2]2[CH:3]1[CH2:4][CH:5]1[CH2:6][CH2:7][CH:8]3[CH:9]4[CH2:10][CH2:11][CH:12]([C:13]([CH3:14])=[O:15])[C:16]4([CH3:24])[CH2:17][C:18](=[O:23])[CH:19]3[C:20]1([CH3:22])[CH2:21]2.[O:51]1[CH2:52][CH2:53][CH2:54][CH2:55]1.[OH2:56].[P:29]([O:30][P:31]([O:32][P:33]([O:34][P:35]([OH:36])([OH:37])=[O:38])([OH:39])=[O:40])([OH:41])=[O:42])([OH:43])([OH:44])=[O:45].[S-:26][C:27]#[N:28]>>[OH:1][CH:3]1[CH:2]([S:26][C:27]#[N:28])[CH2:21][C:20]2([CH3:22])[CH:5]([CH2:4]1)[CH2:6][CH2:7][CH:8]1[CH:9]3[CH2:10][CH2:11][CH:12]([C:13]([CH3:14])=[O:15])[C:16]3([CH3:24])[CH2:17][C:18](=[O:23])[CH:19]12. Starting materials: [O-][Cl+3]([O-])([O-])O, [K+], CC(=O)C1CCC2C3CCC4CC5OC5CC4(C)C3C(=O)CC12C, C1CCOC1, O, O=P(O)(O)OP(=O)(O)OP(=O)(O)OP(=O)(O)O, N#C[S-]. Starting materials: NC1=NN(CC1)C1=CC=C(C=C1)Cl (3-Amino-1-(p-chlorophenyl)-2-pyrazoline), C(C)(=O)OC(C)=O (acetic anhydride). Run in ClCCl (dichloromethane). Product: C(C)(=O)NC1=NN(CC1)C1=CC=C(C=C1)Cl (3-Acetylamino-1-(p-chlorophenyl)-2-pyrazoline). RXN SMILES: [NH2:1][C:2]1[CH2:6][CH2:5][N:4]([C:7]2[CH:12]=[CH:11][C:10]([Cl:13])=[CH:9][CH:8]=2)[N:3]=1.[C:14](OC(=O)C)(=[O:16])[CH3:15]>ClCCl>[C:14]([NH:1][C:2]1[CH2:6][CH2:5][N:4]([C:7]2[CH:12]=[CH:11][C:10]([Cl:13])=[CH:9][CH:8]=2)[N:3]=1)(=[O:16])[CH3:15]. Procedure: 3-Amino-1-(p-chlorophenyl)-2-pyrazoline (5 g) was added to acetic anhydride (4.0 ml) at room temperature. On stirring with a glass rod the mixture became warm and afforded a dark red liquid. The mixture was taken up in dichloromethane (100 ml) washed (water, 100 ml; saturated sodium bicarbonate, 100 ml; water, 100 ml), dried over sodium sulphate and the solvent removed in vacuo to afford the title compound (m.p. 171°-173°). Reactants: O (water), N1=CC=CC2=C1NC1=C(C(N2)=O)C=CC=C1 (5,11-dihydro-6H-pyrido[2,3-b][1,4]benzodiazepin-6-one), solution, C(=O)(Cl)Cl (phosgene). Run in O1CCOCC1 (dioxane), C1(=CC=CC=C1)C (toluene). Reaction conditions: time 2 hour. Yields the product ClC(=O)N1C2=C(NC(C3=C1C=CC=C3)=O)C=CC=N2 (11-(Chlorocarbonyl)-5,11-dihydro-6H-pyrido[2,3-b][1,4]benzodiazepin-6-one). Reaction SMILES: [N:1]1[C:6]2[NH:7][C:8]3[CH:16]=[CH:15][CH:14]=[CH:13][C:9]=3[C:10](=[O:12])[NH:11][C:5]=2[CH:4]=[CH:3][CH:2]=1.[C:17](Cl)([Cl:19])=[O:18].O>O1CCOCC1.C1(C)C=CC=CC=1>[Cl:19][C:17]([N:7]1[C:8]2[CH:16]=[CH:15][CH:14]=[CH:13][C:9]=2[C:10](=[O:12])[NH:11][C:5]2[CH:4]=[CH:3][CH:2]=[N:1][C:6]1=2)=[O:18]. Procedure: To a suspension of 158.3 g (0.75 mol) of 5,11-dihydro-6H-pyrido[2,3-b][1,4]benzodiazepin-6-one in 3 liters of dioxane, 730 ml (1.46 mol) of a 20% solution of phosgene in toluene was added dropwise within 45 minutes and the resulting mixture was then stirred for 2 hours at ambient temperature. 1.5 l of water were added, the mixture was stirred for a further 2 hours at ambient temperature and the precipitate formed was suction filtered. The product was washed thoroughly with water and dried in a c...